From a dataset of the Open Reaction Database (ORD), a public repository of structured organic reaction records. describe an organic reaction: reactants, conditions, products, and yield Reactants: C(CCC)OC1=NC(=C2N=C(N(C2=N1)CCC1CCNCC1)OC)N (2-(butyloxy)-8-(methyloxy)-9-[2-(4-piperidinyl)ethyl]-9H-purin-6-amine), IC(C)C1CCCCC1 ((1-iodoethyl)cyclohexane). The product is NC1=C2NC(N(C2=NC(=N1)OCCCC)CCC1CCN(CC1)CCC1CCCCC1)=O (6-Amino-2-(butyloxy)-9-{2-[1-(2-cyclohexylethyl)-4-piperidinyl]ethyl}-7,9-dihydro-8H-purin-8-one). RXN SMILES: [CH2:1]([O:5][C:6]1[N:14]=[C:13]2[C:9]([N:10]=[C:11]([O:23]C)[N:12]2[CH2:15][CH2:16][CH:17]2[CH2:22][CH2:21][NH:20][CH2:19][CH2:18]2)=[C:8]([NH2:25])[N:7]=1)[CH2:2][CH2:3][CH3:4].I[CH:27]([CH:29]1[CH2:34][CH2:33][CH2:32][CH2:31][CH2:30]1)[CH3:28]>>[NH2:25][C:8]1[N:7]=[C:6]([O:5][CH2:1][CH2:2][CH2:3][CH3:4])[N:14]=[C:13]2[C:9]=1[NH:10][C:11](=[O:23])[N:12]2[CH2:15][CH2:16][CH:17]1[CH2:18][CH2:19][N:20]([CH2:28][CH2:27][CH:29]2[CH2:34][CH2:33][CH2:32][CH2:31][CH2:30]2)[CH2:21][CH2:22]1. Procedure: Prepared similarly to Example 80 from 2-(butyloxy)-8-(methyloxy)-9-[2-(4-piperidinyl)ethyl]-9H-purin-6-amine and (1-iodoethyl)cyclohexane. The reactants are Cc1ccccc1, C[Al](C)C, [Cl-], CCOC(=O)c1nc2ccc(I)c(C)n2c1-c1ccccn1, Nc1ccccc1, [NH4+]. Yields the product Cc1c(I)ccc2nc(C(=O)Nc3ccccc3)c(-c3ccccn3)n12. Reaction SMILES: [CH3:36][c:37]1[cH:38][cH:39][cH:40][cH:41][cH:42]1.[CH3:8][Al:9]([CH3:10])[CH3:11].[Cl-:34].[I:12][c:13]1[cH:14][cH:15][c:16]2[n:17]([c:18]1[CH3:19])[c:20](-[c:28]1[n:29][cH:30][cH:31][cH:32][cH:33]1)[c:21]([C:23](=[O:24])[O:25][CH2:26][CH3:27])[n:22]2.[NH2:1][c:2]1[cH:3][cH:4][cH:5][cH:6][cH:7]1.[NH4+:35]>>[NH:1]([c:2]1[cH:3][cH:4][cH:5][cH:6][cH:7]1)[C:23]([c:21]1[c:20](-[c:28]2[n:29][cH:30][cH:31][cH:32][cH:33]2)[n:17]2[c:16]([cH:15][cH:14][c:13]([I:12])[c:18]2[CH3:19])[n:22]1)=[O:24]. Starting materials: Grignard reagent, C1(CC1)Br (cyclopropyl bromide), [Mg] (magnesium), FC(OC1=CC=C(C#N)C=C1)(F)F (4-trifluoromethoxybenzonitrile), CO (methanol). Run in O1CCCC1 (tetrahydrofuran), O1CCCC1 (tetrahydrofuran). Conditions: time 18 hour. The product is C1(CC1)[Mg]Br (Cyclopropylmagnesium bromide), FC(OC1=CC=C(C=C1)C(=O)C1CC1)(F)F (cyclopropyl 4-trifluoromethoxyphenyl ketone). Reaction SMILES: [CH:1]1([Br:4])[CH2:3][CH2:2]1.[Mg:5].[F:6][C:7]([F:18])([F:17])[O:8][C:9]1[CH:16]=[CH:15][C:12]([C:13]#N)=[CH:11][CH:10]=1.C[OH:20]>O1CCCC1>[CH:15]1([Mg:5][Br:4])[CH2:12][CH2:11]1.[F:6][C:7]([F:18])([F:17])[O:8][C:9]1[CH:16]=[CH:15][C:12]([C:13]([CH:1]2[CH2:3][CH2:2]2)=[O:20])=[CH:11][CH:10]=1. Procedure details: Cyclopropylmagnesium bromide was prepared by adding 3.3 grams (0.11 mole) of cyclopropyl bromide to 2.9 grams (0.12 mole) of magnesium in refluxing tetrahydrofuran. Upon completion of addition, the Grignard reagent was stirred at reflux for one hour and then was cooled to ambient temperature. To this was added dropwise a solution of 20.5 grams (0.11 mole) of 4-trifluoromethoxybenzonitrile in tetrahydrofuran. Upon completion of addition, the reaction mixture was warmed to a temperature just below...